This data is from the Open Reaction Database (ORD), a public repository of structured organic reaction records. The task is: describe an organic reaction: reactants, conditions, products, and yield Reactants: FC1=C(C=C(C(=O)N(C)C)C=C1)[N+](=O)[O-] (4-Fluoro-N,N-dimethyl-3-nitrobenzamide), C1(=CC(=CC=C1)C=1NC=CN1)C (2-m-tolyl-1H-imidazole), C([O-])([O-])=O.[K+].[K+] (potassium carbonate), solution, [O-]S(=O)(=S)[O-].[Na+].[Na+] (sodium hyposulfite), C(O)([O-])=O.[Na+] (sodium hydrogencarbonate). Run in C(C)(=O)OCC (ethyl acetate), O (water), C(C)(=O)O (acetic acid), CN(C(C)=O)C (N,N-dimethylacetamide), O (water). Reaction conditions: temperature 100 celsius, time 12 hour. Yields the product CN(C(=O)C=1C=C2NC(C=3N(C2=CC1)C(=NC3)C=3C=C(C=CC3)C)=O)C (N,N-dimethyl-4-oxo-1-m-tolyl-4,5-dihydroimidazo[1,5-a]-quinoxaline-7-carboxamide). Yield: 8.5%. RXN SMILES: F[C:2]1[CH:12]=[CH:11][C:5]([C:6]([N:8]([CH3:10])[CH3:9])=[O:7])=[CH:4][C:3]=1[N+:13]([O-])=O.[C:16]1([CH3:27])[CH:21]=[CH:20][CH:19]=[C:18]([C:22]2[NH:23][CH:24]=[CH:25][N:26]=2)[CH:17]=1.[C:28](=O)([O-])[O-:29].[K+].[K+].[O-]S([O-])(=S)=O.[Na+].[Na+].C(=O)([O-])O.[Na+]>C(OCC)(=O)C.O.C(O)(=O)C.CN(C)C(=O)C>[CH3:9][N:8]([CH3:10])[C:6]([C:5]1[CH:4]=[C:3]2[C:2](=[CH:12][CH:11]=1)[N:26]1[C:22]([C:18]3[CH:17]=[C:16]([CH3:27])[CH:21]=[CH:20][CH:19]=3)=[N:23][CH:24]=[C:25]1[C:28](=[O:29])[NH:13]2)=[O:7] |f:2.3.4,5.6.7,8.9|. Reported procedure: 4-Fluoro-N,N-dimethyl-3-nitrobenzamide 1.21 g, 2-m-tolyl-1H-imidazole 600 mg, potassium carbonate 524 mg and N,N-dimethylacetamide 20 mL were mixed and stirred in nitrogen atmosphere for 12 hours at 100° C. After cooling off, the reaction liquid was diluted with ethyl acetate, and water was added to effect phase separation. The organic layer was washed with saturated brine, dried over anhydrous sodium sulfate, and from which the solvent was distilled off. Thus obtained crude product was dissolve... Starting materials: resultant mixture, ClC1=C2N=CN(C2=NC=N1)C1OCCCC1 (6-chloro-9-(tetrahydropyran-2-yl)-9H-purine), CCN(C(C)C)C(C)C (DIPEA), FC=1C=CC2=C(N(C(=N2)[C@H](C)N)C2=C(C=CC=C2)F)C1 ((S)-1-[6-Fluoro-1-(2-fluorophenyl)-1H-benzoimidazol-2-yl]ethylamine). The solvent is C(CCC)O (n-butanol). Reaction conditions: temperature 100 celsius. Product: FC=1C=CC2=C(N(C(=N2)C(C)NC2=C3N=CNC3=NC=N2)C2=C(C=CC=C2)F)C1 ({1-[6-Fluoro-1-(2-fluoro-phenyl)-1H-benzoimidazol-2-yl]-ethyl}-(9H-purin-6-yl)-amine). The yield is 65.9%. Reaction SMILES: [F:1][C:2]1[CH:3]=[CH:4][C:5]2[N:9]=[C:8]([C@@H:10]([NH2:12])[CH3:11])[N:7]([C:13]3[CH:18]=[CH:17][CH:16]=[CH:15][C:14]=3[F:19])[C:6]=2[CH:20]=1.Cl[C:22]1[N:30]=[CH:29][N:28]=[C:27]2[C:23]=1[N:24]=[CH:25][N:26]2C1CCCCO1.CCN(C(C)C)C(C)C>C(O)CCC>[F:1][C:2]1[CH:3]=[CH:4][C:5]2[N:9]=[C:8]([CH:10]([NH:12][C:22]3[N:30]=[CH:29][N:28]=[C:27]4[C:23]=3[N:24]=[CH:25][NH:26]4)[CH3:11])[N:7]([C:13]3[CH:18]=[CH:17][CH:16]=[CH:15][C:14]=3[F:19])[C:6]=2[CH:20]=1. Procedure details: (S)-1-[6-Fluoro-1-(2-fluorophenyl)-1H-benzoimidazol-2-yl]ethylamine (0.22 g, 0.81 mmol) was dissolved in n-butanol (5 mL) and 6-chloro-9-(tetrahydropyran-2-yl)-9H-purine (0.193 g, 0.81 mmol) and DIPEA (0.70 mL, 4.03 mmol) added. The reaction mixture was heated at 100° C. overnight. The resultant mixture was allowed to cool to RT and then concentrated in vacuo. The residue was passed down an Isolute® SCX-2 cartridge, eluting with DCM, MeOH and 2M NH3 in MeOH to afford a light yellow gum. This was...